This data is from the Open Reaction Database (ORD), a public repository of structured organic reaction records. The task is: describe an organic reaction: reactants, conditions, products, and yield Reactants: C(=O)(OC)CCCCCCCCCCCCCCCNC1=CC=C(C#N)C=C1 (4-(15-carbomethoxypentadecylamino)benzonitrile), Cl (hydrochloric acid), [OH-].[K+] (potassium hydroxide), C(C)O (ethanol). Run in O (water). Yields the product C(=O)(O)CCCCCCCCCCCCCCCNC1=CC=C(C#N)C=C1 (4-(15-carboxypentadecylamino)benzonitrile). RXN SMILES: [C:1]([CH2:5][CH2:6][CH2:7][CH2:8][CH2:9][CH2:10][CH2:11][CH2:12][CH2:13][CH2:14][CH2:15][CH2:16][CH2:17][CH2:18][CH2:19][NH:20][C:21]1[CH:28]=[CH:27][C:24]([C:25]#[N:26])=[CH:23][CH:22]=1)([O:3]C)=[O:2].[OH-].[K+].C(O)C.Cl>O>[C:1]([CH2:5][CH2:6][CH2:7][CH2:8][CH2:9][CH2:10][CH2:11][CH2:12][CH2:13][CH2:14][CH2:15][CH2:16][CH2:17][CH2:18][CH2:19][NH:20][C:21]1[CH:28]=[CH:27][C:24]([C:25]#[N:26])=[CH:23][CH:22]=1)([OH:3])=[O:2] |f:1.2|. Procedure: A solution of 3 g. of 4-(15-carbomethoxypentadecylamino)benzonitrile and 0.5 g. of potassium hydroxide in 50 ml. of 95% ethanol is stirred at 50° C. for 10 hours, diluted with water and acidified with dilute hydrochloric acid. The precipitate is collected, dried and recrystallized from ether-hexane to yield 4-(15-carboxypentadecylamino)benzonitrile as a white solid.